Dataset: the Open Reaction Database (ORD), a public repository of structured organic reaction records. Task: describe an organic reaction: reactants, conditions, products, and yield The reactants are Cc1ccc(Br)cc1Cl, ClC(Cl)(Cl)Cl, O=C(OOC(=O)c1ccccc1)c1ccccc1, O=C1CCC(=O)N1Br. Yields the product Clc1cc(Br)ccc1CBr. RXN SMILES: [Br:27][c:28]1[cH:29][c:30]([Cl:35])[c:31]([CH3:34])[cH:32][cH:33]1.[C:36]([Cl:37])([Cl:38])([Cl:39])[Cl:40].[C:9]([O:10][O:11][C:12](=[O:13])[c:14]1[cH:15][cH:16][cH:17][cH:18][cH:19]1)(=[O:20])[c:21]1[cH:22][cH:23][cH:24][cH:25][cH:26]1.[O:1]=[C:2]1[N:3]([Br:8])[C:4](=[O:5])[CH2:6][CH2:7]1>>[Br:8][CH2:34][c:31]1[c:30]([Cl:35])[cH:29][c:28]([Br:27])[cH:33][cH:32]1. Solvent: CO (MeOH). Reported procedure: Free base of the titled compound was prepared from 2-methyl-1-(2-pyridyl)-1H-benzimidazole and pyridine4-carboxaldehyde according to the preparation of (E)-1-(2-pyridyl)-2-[2-(2-pyridyl)ethenyl]-1H-benzimidazole dihydrochloride Example 44). The free base and oxalic acid were dissolved into MeOH. Concentration and recrystalization from ethyl MeOH/Et2O/n-hexane yielded the titled compound. MW: 388.39; mp: 203.6-205.3° C. (decomposed); 1H-NMR (DMSO) δ: 8.81-8.75 (1H, m), 8.62-8.55 (2H, m), 8.20 (1H... RXN SMILES: [CH3:1][C:2]1[N:6]([C:7]2[CH:12]=[CH:11][CH:10]=[CH:9][N:8]=2)[C:5]2[CH:13]=[CH:14][CH:15]=[CH:16][C:4]=2[N:3]=1.[N:17]1[CH:22]=[CH:21][C:20]([CH:23]=O)=[CH:19][CH:18]=1.Cl.Cl.N1C=CC=CC=1N1C2C=CC=CC=2N=C1/C=C/C1C=CC=CN=1.[C:50]([OH:55])(=[O:54])[C:51]([OH:53])=[O:52]>CO>[C:50]([OH:55])(=[O:54])[C:51]([OH:53])=[O:52].[N:8]1[CH:9]=[CH:10][CH:11]=[CH:12][C:7]=1[N:6]1[C:5]2[CH:13]=[CH:14][CH:15]=[CH:16][C:4]=2[N:3]=[C:2]1/[CH:1]=[CH:23]/[C:20]1[CH:21]=[CH:22][N:17]=[CH:18][CH:19]=1 |f:2.3.4,7.8|. The reactants are CC1=NC2=C(N1C1=NC=CC=C1)C=CC=C2 (2-methyl-1-(2-pyridyl)-1H-benzimidazole), N1=CC=C(C=C1)C=O (pyridine4-carboxaldehyde), Cl.Cl.N1=C(C=CC=C1)N1C(=NC2=C1C=CC=C2)\C=C\C2=NC=CC=C2 ((E)-1-(2-pyridyl)-2-[2-(2-pyridyl)ethenyl]-1H-benzimidazole dihydrochloride), C(C(=O)O)(=O)O (oxalic acid). Yields the product C(C(=O)O)(=O)O.N1=C(C=CC=C1)N1C(=NC2=C1C=CC=C2)\C=C\C2=CC=NC=C2 ((E)-1-(2-Pyridyl)-2-[2-(4-pyridyl)ethenyl]-1H-benzimidazole oxalate). Starting materials: CC(C)([O-])C.[K+] (Potassium tert-butoxide), [Cl-].COC[P+](C1=CC=CC=C1)(C1=CC=CC=C1)C1=CC=CC=C1 ((methoxymethyl)triphenylphosphonium chloride), O(C1=CC=CC=C1)CC1=C(SC=C1)C(C(=O)OC)=O (methyl 2-(3-phenoxymethyl-2-thienyl)-2-oxoacetate), C1CCOC1 (THF), O (water). The solvent is CCOCC (ether). Run at time 20 minute. Yields the product C(C1=CC=CC=C1)(=O)C=1SC=C(C1)/C(/C(=O)OC)=C\OC ((E)-methyl 2-(2-benzoyl-4-thienyl)-3-methoxypropenoate), C(C1=CC=CC=C1)C1=C(SC=C1)C(C(=O)OC)=COC (methyl 2-(3-benzyl-2-thienyl)-3-methoxypropenoate), title compound. Yield: 27.0%. RXN SMILES: C[C:2](C)([O-:4])C.[K+].[Cl-].COC[P+]([C:24]1[CH:29]=[CH:28][CH:27]=[CH:26][CH:25]=1)(C1C=CC=CC=1)[C:12]1[CH:17]=[CH:16][CH:15]=[CH:14][CH:13]=1.O([CH2:37][C:38]1[CH:42]=[CH:41][S:40][C:39]=1[C:43](=[O:48])[C:44]([O:46][CH3:47])=[O:45])C1C=CC=CC=1.[OH2:49].[CH2:50]1[CH2:54][O:53][CH2:52][CH2:51]1>CCOCC>[C:43]([C:39]1[S:40][CH:41]=[C:42](/[C:50](=[CH:51]\[O:4][CH3:2])/[C:54]([O:53][CH3:52])=[O:49])[CH:38]=1)(=[O:48])[C:24]1[CH:25]=[CH:26][CH:27]=[CH:28][CH:29]=1.[CH2:37]([C:38]1[CH:42]=[CH:41][S:40][C:39]=1[C:43](=[CH:52][O:53][CH3:54])[C:44]([O:46][CH3:47])=[O:45])[C:12]1[CH:17]=[CH:16][CH:15]=[CH:14][CH:13]=1 |f:0.1,2.3|. Procedure: Potassium tert-butoxide (844 mg) was added in one portion to a stirred suspension of (methoxymethyl)triphenylphosphonium chloride (2.86 g) in ether (30 ml). The reaction mixture became red. After 20 minutes, a solution of methyl 2-(3-phenoxymethyl-2-thienyl)-2-oxoacetate (770 mg) in THF (10 ml) was added in one portion and the red colour was discharged. The resulting mixture was stirred at room temperature for 30 minutes then poured into water. The organic and aqueous layers were separated, and ... Product: N#Cc1cc(C(F)C(F)(F)F)ccc1F. RXN SMILES: [CH2:16]([N:17]([S:18]([F:19])([F:20])[F:22])[CH2:21][CH3:23])[CH3:24].[Cl:25][CH2:26][Cl:27].[F:1][c:2]1[c:3]([C:4]#[N:5])[cH:6][c:7]([CH:10]([C:11]([F:12])([F:13])[F:14])[OH:15])[cH:8][cH:9]1>>[F:1][c:2]1[c:3]([C:4]#[N:5])[cH:6][c:7]([CH:10]([C:11]([F:12])([F:13])[F:14])[F:22])[cH:8][cH:9]1. Reactants: CCN(CC)S(F)(F)F, ClCCl, N#Cc1cc(C(O)C(F)(F)F)ccc1F. Reactants: CC=1SC(=C(N1)C(=O)N1CSCC1CNC(=O)C=1C=CC=C2C1C=C(O2)I)C=2C=C(C=CC2)C (2-iodo-benzofuran-4-carboxylic acid [3-(2-methyl-5-m-tolyl-thiazole-4-carbonyl)-thiazolidin-4-ylmethyl]-amide), FC(C(=O)OC)(S(=O)(=O)F)F (methyl 2,2-difluoro-2-(fluorosulfonyl)acetate), CN(C)P(=O)(N(C)C)N(C)C (HMPA), CCOC(=O)C.CCCCCCC (EtOAc n-heptane). The reagents and catalysts are [Cu]I (copper (I) iodide). The solvent is CN(C)C=O (DMF). Reaction conditions: temperature 80 celsius, time 16 hour. Product: IC=1OC=2C(C1)=C(C=CC2)C(=O)O (2-Iodo-benzofuran-4-carboxylic acid). Yield: 8.0%. RXN SMILES: CC1SC(C2C=C(C)C=CC=2)=C(C(N2C(CN[C:16]([C:18]3[CH:19]=[CH:20][CH:21]=[C:22]4[O:26][C:25]([I:27])=[CH:24][C:23]=34)=[O:17])CSC2)=O)N=1.FC(F)(S(F)(=O)=O)C(OC)=[O:38].CN(P(N(C)C)(N(C)C)=O)C.CCOC(C)=O.CCCCCCC>CN(C=O)C.[Cu]I>[I:27][C:25]1[O:26][C:22]2[C:23](=[C:18]([C:16]([OH:17])=[O:38])[CH:19]=[CH:20][CH:21]=2)[CH:24]=1 |f:3.4|. Procedure details: A mixture of 2-iodo-benzofuran-4-carboxylic acid [3-(2-methyl-5-m-tolyl-thiazole-4-carbonyl)-thiazolidin-4-ylmethyl]-amide (57 mg), copper (I) iodide (91 mg, 5 eq), methyl 2,2-difluoro-2-(fluorosulfonyl)acetate (0.08 mL, 6.5 eq), HMPA (0.17 mL, 10 eq) in dry DMF (2.5 mL) was stirred at 80° C. for 16 hours under nitrogen. After cooling to rt, the reaction mixture was partitioned between water and EtOAc, the organic phase was washed again with water, dried (MgSO4), filtered and concentrated in vac... The reactants are N(N)C=1N=C(N=NC1C(=O)OCC)C1=CC=NC=C1 (ethyl 5-hydrazino-3-(pyridin-4-yl)-1,2,4-triazine-6-carboxylate). Reagents/catalysts: [Hg]=O (mercury (II) oxide). Solvent: C(C)O (ethanol). Product: N1=CC=C(C=C1)C=1N=NC(=CN1)C(=O)OCC (Ethyl 3-(pyridin-4-yl)-1,2,4-triazine-6-carboxylate). The yield is 52.0%. RXN SMILES: N([C:3]1[N:4]=[C:5]([C:14]2[CH:19]=[CH:18][N:17]=[CH:16][CH:15]=2)[N:6]=[N:7][C:8]=1[C:9]([O:11][CH2:12][CH3:13])=[O:10])N>C(O)C.[Hg]=O>[N:17]1[CH:18]=[CH:19][C:14]([C:5]2[N:6]=[N:7][C:8]([C:9]([O:11][CH2:12][CH3:13])=[O:10])=[CH:3][N:4]=2)=[CH:15][CH:16]=1. Procedure details: In ethanol (5 ml) was suspended ethyl 5-hydrazino-3-(pyridin-4-yl)-1,2,4-triazine-6-carboxylate (50 mg). To the resulting suspension, mercury (II) oxide (98 mg) was added and the resulting mixture was heated under reflux for 9 hours. After completion of the reaction, the insoluble matter was removed through Celite filtration. The filtrate was concentrated and the concentrate was separated into layers by the addition of ethyl acetate and water. The organic layer thus obtained was dried over anhyd... Starting materials: Cc1nc(OCC2COC(C)(C)O2)c(C#N)c(N2CCc3ccccc3CC2)n1, CO, Cl. The product is Cc1nc(OCC(O)CO)c(C#N)c(N2CCc3ccccc3CC2)n1. As a reaction SMILES: [CH3:1][C:2]1([CH3:29])[O:3][CH2:4][CH:5]([CH2:7][O:8][c:9]2[n:10][c:11]([CH3:28])[n:12][c:13]([N:17]3[CH2:18][CH2:19][c:20]4[c:21]([cH:24][cH:25][cH:26][cH:27]4)[CH2:22][CH2:23]3)[c:14]2[C:15]#[N:16])[O:6]1.[CH3:31][OH:32].[ClH:30]>>[OH:3][CH2:4][CH:5]([OH:6])[CH2:7][O:8][c:9]1[n:10][c:11]([CH3:28])[n:12][c:13]([N:17]2[CH2:18][CH2:19][c:20]3[c:21]([cH:24][cH:25][cH:26][cH:27]3)[CH2:22][CH2:23]2)[c:14]1[C:15]#[N:16]. The reactants are C(C)(=O)NC1=CC2=C(OC3=C(O2)C=CC(=C3)NC(C)=O)C=C1 (2,7-bis(acetylamino)dibenzodioxin), IC1=CC=CC=C1 (iodobenzene), C([O-])([O-])=O.[K+].[K+] (potassium carbonate), N1=CC=CC2=CC=CC=C12 (quinoline). Reagents/catalysts: [Cu]I (copper (I) iodide). The solvent is O (water), C(Cl)Cl (methylene chloride). Run at temperature 170 celsius, time 48 hour. Yields the product C1(=CC=CC=C1)CC(=O)NC1=CC2=C(OC3=C(O2)C=CC(=C3)NC(CC3=CC=CC=C3)=O)C=C1 (2,7-bis(N-phenylacetylamino)dibenzodioxin). As a reaction SMILES: [C:1]([NH:4][C:5]1[CH:22]=[CH:21][C:8]2[O:9][C:10]3[CH:16]=[C:15]([NH:17][C:18](=[O:20])[CH3:19])[CH:14]=[CH:13][C:11]=3[O:12][C:7]=2[CH:6]=1)(=[O:3])[CH3:2].I[C:24]1[CH:29]=[CH:28][CH:27]=[CH:26][CH:25]=1.C(=O)([O-])[O-].[K+].[K+].N1[C:45]2[C:40](=[CH:41][CH:42]=[CH:43][CH:44]=2)C=CC=1>[Cu]I.O.C(Cl)Cl>[C:24]1([CH2:19][C:18]([NH:17][C:15]2[CH:14]=[CH:13][C:11]3[O:12][C:7]4[CH:6]=[C:5]([NH:4][C:1](=[O:3])[CH2:2][C:40]5[CH:45]=[CH:44][CH:43]=[CH:42][CH:41]=5)[CH:22]=[CH:21][C:8]=4[O:9][C:10]=3[CH:16]=2)=[O:20])[CH:29]=[CH:28][CH:27]=[CH:26][CH:25]=1 |f:2.3.4|. Reported procedure: A slurry prepared from 34.3 g (0.115 mole) of 2,7-bis(acetylamino)dibenzodioxin, 96.4 g (0.576 mole) of iodobenzene, 48.2 g (0.253 mole) of copper (I) iodide, 63.6 g (0.460 mole) of potassium carbonate, and 1500 ml of quinoline was heated with stirring at 170° C. for 48 hours. The reaction mixture was cooled to room temperature, 500 ml of methylene chloride and 500 ml of water were added, and a precipitate was separated by filtration. To the filtrate was added 500 ml of water and the organic lay... Reactants: CS(=O)(=O)Cl, CO, OCc1sc(N2CCC(c3cc(Cl)c(Cl)c(Cl)c3)(C(F)(F)F)C2)nc1C(F)(F)F, N, C1CCOC1, O, O. Yields the product NCc1sc(N2CCC(c3cc(Cl)c(Cl)c(Cl)c3)(C(F)(F)F)C2)nc1C(F)(F)F. Reaction SMILES: [CH3:35][S:36](=[O:37])(=[O:38])[Cl:39].[CH3:43][OH:44].[Cl:1][c:2]1[cH:3][c:4]([C:10]2([C:26]([F:27])([F:28])[F:29])[CH2:11][N:12]([c:15]3[s:16][c:17]([CH2:24][OH:25])[c:18]([C:20]([F:21])([F:22])[F:23])[n:19]3)[CH2:13][CH2:14]2)[cH:5][c:6]([Cl:9])[c:7]1[Cl:8].[NH3:41].[O:30]1[CH2:31][CH2:32][CH2:33][CH2:34]1.[OH2:40].[OH2:42]>>[Cl:1][c:2]1[cH:3][c:4]([C:10]2([C:26]([F:27])([F:28])[F:29])[CH2:11][N:12]([c:15]3[s:16][c:17]([CH2:24][NH2:41])[c:18]([C:20]([F:21])([F:22])[F:23])[n:19]3)[CH2:13][CH2:14]2)[cH:5][c:6]([Cl:9])[c:7]1[Cl:8]. The reactants are resultant mixture, C(=O)(OCC)C=1N=CNC1C1=CC=CC=C1 (4-carbethoxy-5-phenylimidazole), C=O (formaldehyde), [OH-].[Na+] (sodium hydroxide). Run in O (water). The product is OCC=1N=CNC1C1=CC=CC=C1 (4-hydroxymethyl-5-phenylimidazole). Isolated yield 67.7%. As a reaction SMILES: [C:1]([C:6]1[N:7]=[CH:8][NH:9][C:10]=1[C:11]1[CH:16]=[CH:15][CH:14]=[CH:13][CH:12]=1)(OCC)=[O:2].[OH-].[Na+].C=O>O>[OH:2][CH2:1][C:6]1[N:7]=[CH:8][NH:9][C:10]=1[C:11]1[CH:12]=[CH:13][CH:14]=[CH:15][CH:16]=1 |f:1.2|. Procedure details: To a suspension of 2.16 g (0.01 mol) of 4-carbethoxy-5-phenylimidazole in 10 ml of water was added 0.8 g (0.02 mol) of sodium hydroxide. The mixture was heated to reflux for 2 hours. To this mixture was added 4 ml of ~ 37% aqueous formaldehyde solution, and the resultant mixture was heated at 60°-65° C. for 8 hours, with stirring. After completion of the reaction, the reaction mixture was cooled and the resultant solid was recovered by filtration, washed with water and recrystallized from ethyl ...